Dataset: the Open Reaction Database (ORD), a public repository of structured organic reaction records. Task: describe an organic reaction: reactants, conditions, products, and yield The reactants are ClC1=C(C(=O)NCC23CC4CC(CC(C2)C4)C3)C=C(C=C1)OCCCl (2-chloro-5-(2-chloroethoxy)-N-(tricyclo[3.3.1.13,7]dec-1-ylmethyl)-benzamide), NC[C@H](C)O ((S)-1-amino-2-propanol). Product: Cl.ClC1=C(C(=O)NCC23CC4CC(CC(C2)C4)C3)C=C(C=C1)OCCNC[C@H](C)O ((S)-2-Chloro-5-[2-(2-hydroxypropylamino)ethoxy]-N-(tricyclo[3.3.1.13,7]dec-1-ylmethyl)-benzamide, hydrochloride), acetate salt. As a reaction SMILES: [Cl:1][C:2]1[CH:21]=[CH:20][C:19]([O:22][CH2:23][CH2:24]Cl)=[CH:18][C:3]=1[C:4]([NH:6][CH2:7][C:8]12[CH2:17][CH:12]3[CH2:13][CH:14]([CH2:16][CH:10]([CH2:11]3)[CH2:9]1)[CH2:15]2)=[O:5].[NH2:26][CH2:27][C@@H:28]([OH:30])[CH3:29]>>[ClH:1].[Cl:1][C:2]1[CH:21]=[CH:20][C:19]([O:22][CH2:23][CH2:24][NH:26][CH2:27][C@@H:28]([OH:30])[CH3:29])=[CH:18][C:3]=1[C:4]([NH:6][CH2:7][C:8]12[CH2:17][CH:12]3[CH2:11][CH:10]([CH2:16][CH:14]([CH2:13]3)[CH2:15]1)[CH2:9]2)=[O:5] |f:2.3|. Reported procedure: Prepared according to the method of Example 4 using 2-chloro-5-(2-chloroethoxy)-N-(tricyclo[3.3.1.13,7]dec-1-ylmethyl)-benzamide (0.17 g, Example 11a) and (S)-1-amino-2-propanol (0.11 ml). The reaction mixture was partitioned between ethyl acetate and sodium hydrogencarbonate solution, dried (MgSO4) and concentrated under reduced pressure. The residue was purified by RPHPLC (eluting with 25-95% MeCN in 0.1% AcONH4 aqueous) to give the title compound as the acetate salt. This was converted to the...